From a dataset of the Open Reaction Database (ORD), a public repository of structured organic reaction records. describe an organic reaction: reactants, conditions, products, and yield The reactants are FC1=C(CN2N=C(C=3C2=NC=CC3)C(N)=N)C=CC=C1 (1-(2-Fluorobenzyl)-1H-pyrazolo[3,4-b]pyridine-3-carboximidamide), C12CN(CC(CC1)O2)C(C(=O)OCC)C(=O)OCC (Diethyl 2-(8-oxa-3-azabicyclo[3.2.1]oct-3-yl)malonate). Solvent: C1(=CC=CC=C1)C (toluene). Reaction conditions: temperature 140 celsius, time 8 hour. Yields the product FC1=C(CN2N=C(C=3C2=NC=CC3)C3=NC(=C(C(=N3)O)N3CC2CCC(C3)O2)O)C=CC=C1 (2-[1-(2-Fluorobenzyl)-1H-pyrazolo[3,4-b]pyridin-3-yl]-5-(8-oxa-3-azabicyclo-[3.2.1]oct-3-yl)-4,6-pyrimidinediol). Reaction SMILES: [F:1][C:2]1[CH:20]=[CH:19][CH:18]=[CH:17][C:3]=1[CH2:4][N:5]1[C:9]2=[N:10][CH:11]=[CH:12][CH:13]=[C:8]2[C:7]([C:14](=[NH:16])[NH2:15])=[N:6]1.[CH:21]12[O:28][CH:25]([CH2:26][CH2:27]1)[CH2:24][N:23]([CH:29]([C:35](OCC)=[O:36])[C:30](OCC)=[O:31])[CH2:22]2>C1(C)C=CC=CC=1>[F:1][C:2]1[CH:20]=[CH:19][CH:18]=[CH:17][C:3]=1[CH2:4][N:5]1[C:9]2=[N:10][CH:11]=[CH:12][CH:13]=[C:8]2[C:7]([C:14]2[N:15]=[C:30]([OH:31])[C:29]([N:23]3[CH2:24][CH:25]4[O:28][CH:21]([CH2:27][CH2:26]4)[CH2:22]3)=[C:35]([OH:36])[N:16]=2)=[N:6]1. Procedure details: 0.50 g (1.11 mmol) of 1-(2-fluorobenzyl)-1H-pyrazolo[3,4-b]pyridine-3-carboximidamide (example I, step 5) are suspended in 40 ml of toluene. Then 1.40 g (5.16 mmol) of diethyl 2-(8-oxa-3-azabicyclo[3.2.1]oct-3-yl)malonate from step 5 are added. The mixture is stirred at 140° C. overnight. The solid is then filtered off with suction, washed with diethyl ether dried in vacuo. Starting materials: O.NN (hydrazine monohydrate), [OH-].[K+] (potassium hydroxide), OC=1C=C(C=CC1)C(C)=O (3'-hydroxyacetophenone), [OH-].[K+] (KOH), C(C=O)(=O)[O-].[Na+] (sodium glyoxylate), O.C(C=O)(=O)O (glyoxylic acid monohydrate). Run in C(C)(=O)O (acetic acid), O (water). Conditions: temperature 10 celsius, time 2 hour. Product: OC=1C=C(C=CC1)C=1C=CC(NN1)=O (6-(3-hydroxyphenyl)-3(2H)-pyridazinone). Isolated yield 67.0%. As a reaction SMILES: O.[C:2]([OH:6])(=O)[CH:3]=O.[OH-].[K+].[OH:9][C:10]1[CH:11]=[C:12]([C:16](=O)[CH3:17])[CH:13]=[CH:14][CH:15]=1.C([O-])(=O)C=O.[Na+].O.[NH2:26][NH2:27]>C(O)(=O)C.O>[OH:9][C:10]1[CH:11]=[C:12]([C:16]2[CH:17]=[CH:3][C:2](=[O:6])[NH:26][N:27]=2)[CH:13]=[CH:14][CH:15]=1 |f:0.1,2.3,5.6,7.8|. Procedure details: A 500 ml round bottom flask was equipped with a magnetic stirrer, thermometer, addition funnel, and pH electrode and was charged with 18.4 g (0.2 moles) of glyoxylic acid monohydrate and 75 mls of water. The solution was cooled to 10° C. and 20% aqueous potassium hydroxide was added raise the to pH to 8. A partial solution of 3'-hydroxyacetophenone (27.2 g, 0.2 moles) in KOH solution (20 g, 0.36 moles) was added all at once to the cold sodium glyoxylate solution and the reaction was stirred at r... The reactants are C(C)OC(COC1=C(C=C(C=C1)Br)C(CBr)=O)=O ([4-bromo-2-(2-bromoacetyl)phenoxy]acetic acid ethyl ester), C1(=CC=CC=C1)CC(=O)N (2-phenylacetamide). The product is C(C1=CC=CC=C1)C=1OC=C(N1)C1=C(OCC(=O)O)C=CC(=C1)Br ([2-(2-Benzyloxazol-4-yl)-4-bromophenoxy]acetic acid). Reaction SMILES: C([O:3][C:4](=[O:18])[CH2:5][O:6][C:7]1[CH:12]=[CH:11][C:10]([Br:13])=[CH:9][C:8]=1[C:14](=O)[CH2:15]Br)C.[C:19]1([CH2:25][C:26]([NH2:28])=[O:27])[CH:24]=[CH:23][CH:22]=[CH:21][CH:20]=1>>[CH2:25]([C:26]1[O:27][CH:15]=[C:14]([C:8]2[CH:9]=[C:10]([Br:13])[CH:11]=[CH:12][C:7]=2[O:6][CH2:5][C:4]([OH:3])=[O:18])[N:28]=1)[C:19]1[CH:24]=[CH:23][CH:22]=[CH:21][CH:20]=1. Reported procedure: Title compound was prepared from [4-bromo-2-(2-bromoacetyl)phenoxy]acetic acid ethyl ester and 2-phenylacetamide according to GP5 and GP3: LC/MS (an10p8) Rt 2.47 min, m/z 388 [M+H]+; 1H NMR (CDCl3): δ 4.22 (s, 2H), 4.84 (s, 2H), 7.04 (d, 1H), 7.25 (m, 5H), 7.43 (d, 1H), 8.06 (s, 1H), 8.69 (s, 1H), 13 (br s, 1H).